This data is from the Open Reaction Database (ORD), a public repository of structured organic reaction records. The task is: describe an organic reaction: reactants, conditions, products, and yield Reactants: COC(=O)c1c(Cl)cc(Br)cc1CBr, Cc1ccccc1, NCC1CCC(F)(F)CC1, [K+], [K+], O=C([O-])[O-]. Yields the product O=C1c2c(Cl)cc(Br)cc2CN1CC1CCC(F)(F)CC1. As a reaction SMILES: [CH3:1][O:2][C:3]([c:4]1[c:5]([CH2:12][Br:13])[cH:6][c:7]([Br:11])[cH:8][c:9]1[Cl:10])=[O:14].[CH3:31][c:32]1[cH:33][cH:34][cH:35][cH:36][cH:37]1.[F:15][C:16]1([F:24])[CH2:17][CH2:18][CH:19]([CH2:22][NH2:23])[CH2:20][CH2:21]1.[K+:25].[K+:26].[O-:27][C:28]([O-:29])=[O:30]>>[C:3]1(=[O:14])[c:4]2[c:5]([cH:6][c:7]([Br:11])[cH:8][c:9]2[Cl:10])[CH2:12][N:23]1[CH2:22][CH:19]1[CH2:18][CH2:17][C:16]([F:15])([F:24])[CH2:21][CH2:20]1. Reactants: Brc1ccccc1, CC(C)(C)[O-], Cc1ccccc1, Cl, FC(F)(F)c1cc(COC2CCNCC2c2ccc(Cl)c(Cl)c2)cc(C(F)(F)F)c1, [Na+], O=C(C=Cc1ccccc1)C=Cc1ccccc1, O=C(C=Cc1ccccc1)C=Cc1ccccc1, O=C(C=Cc1ccccc1)C=Cc1ccccc1, O, [Pd], [Pd]. Product: FC(F)(F)c1cc(COC2CCN(c3ccccc3)CC2c2ccc(Cl)c(Cl)c2)cc(C(F)(F)F)c1. Reaction SMILES: [Br:32][c:33]1[cH:34][cH:35][cH:36][cH:37][cH:38]1.[CH3:39][C:40]([CH3:41])([O-:42])[CH3:43].[CH3:46][c:47]1[cH:48][cH:49][cH:50][cH:51][cH:52]1.[ClH:1].[F:2][C:3]([c:4]1[cH:5][c:6]([CH2:7][O:8][CH:9]2[CH:10]([c:15]3[cH:16][c:17]([Cl:22])[c:18]([Cl:21])[cH:19][cH:20]3)[CH2:11][NH:12][CH2:13][CH2:14]2)[cH:23][c:24]([C:26]([F:27])([F:28])[F:29])[cH:25]1)([F:30])[F:31].[Na+:44].[O:55]=[C:56]([CH:57]=[CH:58][c:59]1[cH:60][cH:61][cH:62][cH:63][cH:64]1)[CH:65]=[CH:66][c:67]1[cH:68][cH:69][cH:70][cH:71][cH:72]1.[O:73]=[C:74]([CH:75]=[CH:76][c:77]1[cH:78][cH:79][cH:80][cH:81][cH:82]1)[CH:83]=[CH:84][c:85]1[cH:86][cH:87][cH:88][cH:89][cH:90]1.[O:91]=[C:92]([CH:93]=[CH:94][c:95]1[cH:96][cH:97][cH:98][cH:99][cH:100]1)[CH:101]=[CH:102][c:103]1[cH:104][cH:105][cH:106][cH:107][cH:108]1.[OH2:45].[Pd:53].[Pd:54]>>[F:2][C:3]([c:4]1[cH:5][c:6]([CH2:7][O:8][CH:9]2[CH:10]([c:15]3[cH:16][c:17]([Cl:22])[c:18]([Cl:21])[cH:19][cH:20]3)[CH2:11][N:12]([c:33]3[cH:34][cH:35][cH:36][cH:37][cH:38]3)[CH2:13][CH2:14]2)[cH:23][c:24]([C:26]([F:27])([F:28])[F:29])[cH:25]1)([F:30])[F:31]. Reactants: ClC1=NC=C(C(=N1)NC1=CC(=CC=C1)O)F (2-chloro-5-fluoro-N4-(3-hydroxyphenyl)-4-pyrimidineamine), CNC(=O)C=1C=C(N)C=CC1 (3-[(N-methylamino)carbonyl]aniline). Yields the product FC=1C(=NC(=NC1)NC1=CC(=CC=C1)C(=O)NC)NC1=CC(=CC=C1)O (5-fluoro-N4-(3-hydroxyphenyl)-N2-[3-[(N-methylamino)carbonyl]phenyl]-2,4-pyrimidinediamine). Reaction SMILES: Cl[C:2]1[N:7]=[C:6]([NH:8][C:9]2[CH:14]=[CH:13][CH:12]=[C:11]([OH:15])[CH:10]=2)[C:5]([F:16])=[CH:4][N:3]=1.[CH3:17][NH:18][C:19]([C:21]1[CH:22]=[C:23]([CH:25]=[CH:26][CH:27]=1)[NH2:24])=[O:20]>>[F:16][C:5]1[C:6]([NH:8][C:9]2[CH:14]=[CH:13][CH:12]=[C:11]([OH:15])[CH:10]=2)=[N:7][C:2]([NH:24][C:23]2[CH:25]=[CH:26][CH:27]=[C:21]([C:19]([NH:18][CH3:17])=[O:20])[CH:22]=2)=[N:3][CH:4]=1. Reported procedure: In like manner to the preparation of 5-fluoro-N4-(3-hydroxyphenyl)-N2-[4-(3-phenyl-1,2,4-oxadiazol-5-yl)methyleneoxyphenyl]-2,4-pyrimidinediamine, 2-chloro-5-fluoro-N4-(3-hydroxyphenyl)-4-pyrimidineamine and 3-[(N-methylamino)carbonyl]aniline were reacted to provide 5-fluoro-N4-(3-hydroxyphenyl)-N2-[3-[(N-methylamino)carbonyl]phenyl]-2,4-pyrimidinediamine. 1H NMR (CD3OD): δ 8.01 (d, 1H, J=5.4 Hz), 7.84 (t, 1H, J=1.8 Hz), 7.68–7.61 (m, 2H), 7.45 (t, 1H, J=8.4 Hz), 7.16–7.03 (m, 3H), 6.68 (td, 1H,... The reactants are O (water), FC(CO)(F)F (2,2,2-trifluoroethanol), [H-].[Na+] (sodium hydride), BrC1=CC=C(CC2=CC=NC=C2)C=C1 (4-(4-bromobenzyl)pyridine). The reagents and catalysts are [Cu](I)I (copper iodide). Run in CN(C)C=O (N,N'-dimethylformamide). Conditions: temperature 120 celsius, time 3 hour. The product is FC(COC1=CC=C(CC2=CC=NC=C2)C=C1)(F)F (4-[4-(2,2,2-trifluoroethoxy)benzyl]pyridine). Isolated yield 57.0%. RXN SMILES: [F:1][C:2]([F:6])([F:5])[CH2:3][OH:4].[H-].[Na+].Br[C:10]1[CH:22]=[CH:21][C:13]([CH2:14][C:15]2[CH:20]=[CH:19][N:18]=[CH:17][CH:16]=2)=[CH:12][CH:11]=1.O>CN(C=O)C.[Cu](I)I>[F:1][C:2]([F:6])([F:5])[CH2:3][O:4][C:10]1[CH:22]=[CH:21][C:13]([CH2:14][C:15]2[CH:20]=[CH:19][N:18]=[CH:17][CH:16]=2)=[CH:12][CH:11]=1 |f:1.2|. Procedure details: In a stream of nitrogen, 2.0 ml of 2,2,2-trifluoroethanol was added to 52.8 mg of sodium hydride, and then a solution of 140 mg of copper iodide and 922 mg of 4-(4-bromobenzyl)pyridine in 4 ml of N,N'-dimethylformamide was added. The mixture was stirred at a bath temperature of 120° C. for 3 hours. After the reaction, water was added to the reaction mixture, and it was extracted with ethyl acetate. The extract was washed with water, and the solvent was evaporated. 0.78 g of the residue was disti... Reactants: C(C1=CC=CC=C1)(=O)NC(=S)NC1=C(C=CC=C1)C1=CC(=CC=C1)S(=O)(=O)C (N-benzoyl-N'-(3'-methanesulphonyl-2-biphenylyl)thiourea), [OH-].[Na+] (sodium hydroxide). Run in C(C)O (ethanol). Yields the product CS(=O)(=O)C=1C=C(C=CC1)C1=C(C=CC=C1)NC(=S)N (N-(3'-methanesulphonyl-2-biphenylyl)thiourea). RXN SMILES: C([NH:9][C:10]([NH:12][C:13]1[CH:18]=[CH:17][CH:16]=[CH:15][C:14]=1[C:19]1[CH:24]=[CH:23][CH:22]=[C:21]([S:25]([CH3:28])(=[O:27])=[O:26])[CH:20]=1)=[S:11])(=O)C1C=CC=CC=1.[OH-].[Na+]>C(O)C>[CH3:28][S:25]([C:21]1[CH:20]=[C:19]([C:14]2[CH:15]=[CH:16][CH:17]=[CH:18][C:13]=2[NH:12][C:10]([NH2:9])=[S:11])[CH:24]=[CH:23][CH:22]=1)(=[O:27])=[O:26] |f:1.2|. Reported procedure: A mixture of N-benzoyl-N'-(3'-methanesulphonyl-2-biphenylyl)thiourea (8.2 g), sodium hydroxide (0.9 g) and ethanol (20 ml) was heated under reflux for 1.5 hours to give N-(3'-methanesulphonyl-2-biphenylyl)thiourea as a foamy solid. Starting materials: Cl[Pt](Cl)(C1=CC=CC1)C1=CC=CC1, C=CCCCCOc1ccc(C(=O)Oc2ccc(C#N)cc2)cc1, C[SiH](C)O[Si](C)(C)C, Cc1ccccc1. Yields the product C[Si](C)(C)O[Si](C)(C)CCCCCCOc1ccc(C(=O)Oc2ccc(C#N)cc2)cc1. As a reaction SMILES: [C:40]1([Pt:41]([Cl:42])([Cl:43])[C:44]2=[CH:48][CH:47]=[CH:46][CH2:45]2)=[CH:52][CH:51]=[CH:50][CH2:49]1.[CH2:1]([CH2:2][CH2:3][CH2:4][CH:5]=[CH2:6])[O:7][c:8]1[cH:9][cH:10][c:11]([C:12](=[O:13])[O:14][c:15]2[cH:16][cH:17][c:18]([C:21]#[N:22])[cH:19][cH:20]2)[cH:23][cH:24]1.[CH3:25][SiH:26]([O:27][Si:28]([CH3:29])([CH3:30])[CH3:31])[CH3:32].[CH3:33][c:34]1[cH:35][cH:36][cH:37][cH:38][cH:39]1>>[CH2:1]([CH2:2][CH2:3][CH2:4][CH2:5][CH2:6][Si:26]([CH3:25])([O:27][Si:28]([CH3:29])([CH3:30])[CH3:31])[CH3:32])[O:7][c:8]1[cH:9][cH:10][c:11]([C:12](=[O:13])[O:14][c:15]2[cH:16][cH:17][c:18]([C:21]#[N:22])[cH:19][cH:20]2)[cH:23][cH:24]1. Yields the product C(C)(C)(C)OC(=O)N1CCC(CC1)C(NC(CC1=CC2=CC=CC=C2C=C1)C(N(C)C(CC1=CC2=CC=CC=C2C=C1)C1=NC(=NO1)C(=O)O)=O)=O (4-(1-{[1-(3-carboxy-[1,2,4]oxadiazol-5-yl)-2-(2-naphthyl)ethyl]-N-methylcarbamoyl}-2-(2-naphthyl)-ethylcarbamoyl)piperidine-1-carboxylic acid tert-butylester). RXN SMILES: [C:1]([O:5][C:6]([N:8]1[CH2:13][CH2:12][CH:11]([C:14](=[O:54])[NH:15][C@@H:16]([C:28](=[O:53])[N:29]([C@@H:31]([C:43]2[O:47][N:46]=[C:45]([C:48]([O:50]CC)=[O:49])[N:44]=2)[CH2:32][C:33]2[CH:42]=[CH:41][C:40]3[C:35](=[CH:36][CH:37]=[CH:38][CH:39]=3)[CH:34]=2)[CH3:30])[CH2:17][C:18]2[CH:27]=[CH:26][C:25]3[C:20](=[CH:21][CH:22]=[CH:23][CH:24]=3)[CH:19]=2)[CH2:10][CH2:9]1)=[O:7])([CH3:4])([CH3:3])[CH3:2].[OH-].[Li+]>O1CCOCC1.O>[C:1]([O:5][C:6]([N:8]1[CH2:9][CH2:10][CH:11]([C:14](=[O:54])[NH:15][CH:16]([C:28](=[O:53])[N:29]([CH:31]([C:43]2[O:47][N:46]=[C:45]([C:48]([OH:50])=[O:49])[N:44]=2)[CH2:32][C:33]2[CH:42]=[CH:41][C:40]3[C:35](=[CH:36][CH:37]=[CH:38][CH:39]=3)[CH:34]=2)[CH3:30])[CH2:17][C:18]2[CH:27]=[CH:26][C:25]3[C:20](=[CH:21][CH:22]=[CH:23][CH:24]=3)[CH:19]=2)[CH2:12][CH2:13]1)=[O:7])([CH3:4])([CH3:2])[CH3:3] |f:1.2|. The solvent is O1CCOCC1 (dioxane), O (water), O (Water). The reactants are C(C)(C)(C)OC(=O)N1CCC(CC1)C(N[C@H](CC1=CC2=CC=CC=C2C=C1)C(N(C)[C@H](CC1=CC2=CC=CC=C2C=C1)C1=NC(=NO1)C(=O)OCC)=O)=O (4-((1R)-1-{[(1R)-1-(3-Ethoxycarbonyl-[1,2,4]oxadiazol-5-yl)-2-(2-naphthyl)ethyl]-N-methylcarbamoyl}-2-(2-naphthyl)ethylcarbamoyl)piperidine-1-carboxylic acid tert-butyl ester), [OH-].[Li+] (lithium hydroxide). The yield is 54.8%. Reported procedure: 4-((1R)-1-{[(1R)-1-(3-Ethoxycarbonyl-[1,2,4]oxadiazol-5-yl)-2-(2-naphthyl)ethyl]-N-methylcarbamoyl}-2-(2-naphthyl)ethylcarbamoyl)piperidine-1-carboxylic acid tert-butyl ester (0.79 g, 1.06 mmol) was dissolved in dioxane (5.5 ml). Water (3 ml) and solid lithium hydroxide (0.03 g) was added. After 18 h at 20° C. the reaction mixture was diluted with water (15 ml) and extracted with tert-butyl-methylether (2×10 ml). The aqueous phase was acidified with 1N aqueous sodium hydrogenphosphate (2.5 ml) a... Product: BrC=1C=C2CN(C(C2=CC1)=O)[C@H](C(=O)OC)COC ((S)-Methyl 2-(5-bromo-1-oxoisoindolin-2-yl)-3-methoxypropanoate). Reactants: BrC=1C=C2CN(C(C2=CC1)=O)[C@@H](C(=O)OC)C(C)C ((R)-Methyl 2-(5-bromo-1-oxoisoindolin-2-yl)-3-methylbutanoate), BrC1=CC(=C(C(=O)OC)C=C1)CBr (Methyl 4-bromo-2-(bromomethyl)benzoate), Cl.NC(C(=O)OC)COC (methyl 2-amino-3-methoxypropanoate hydrochloride). As a reaction SMILES: [Br:1][C:2]1[CH:3]=[C:4]2[C:8](=[CH:9][CH:10]=1)[C:7](=[O:11])[N:6]([C@H:12]([CH:17](C)C)[C:13]([O:15][CH3:16])=[O:14])[CH2:5]2.BrC1C=CC([C:25](OC)=[O:26])=C(CBr)C=1.Cl.NC(COC)C(OC)=O>>[Br:1][C:2]1[CH:3]=[C:4]2[C:8](=[CH:9][CH:10]=1)[C:7](=[O:11])[N:6]([C@@H:12]([CH2:17][O:26][CH3:25])[C:13]([O:15][CH3:16])=[O:14])[CH2:5]2 |f:2.3|. Procedure: The compound of example 383 was prepared analogous to compound of example 359 by reaction of the compound of example 358 and methyl 2-amino-3-methoxypropanoate hydrochloride. Reactants: CCOC(C)=O, O=S(=O)(c1ccccc1)c1ccc(C=Cc2ccc(F)cc2F)cc1, [Pd]. The product is O=S(=O)(c1ccccc1)c1ccc(CCc2ccc(F)cc2F)cc1. As a reaction SMILES: [CH3:26][CH2:27][O:28][C:29](=[O:30])[CH3:31].[F:1][c:2]1[c:3]([CH:9]=[CH:10][c:11]2[cH:12][cH:13][c:14]([S:17](=[O:18])(=[O:19])[c:20]3[cH:21][cH:22][cH:23][cH:24][cH:25]3)[cH:15][cH:16]2)[cH:4][cH:5][c:6]([F:8])[cH:7]1.[Pd:32]>>[F:1][c:2]1[c:3]([CH2:9][CH2:10][c:11]2[cH:12][cH:13][c:14]([S:17](=[O:18])(=[O:19])[c:20]3[cH:21][cH:22][cH:23][cH:24][cH:25]3)[cH:15][cH:16]2)[cH:4][cH:5][c:6]([F:8])[cH:7]1. Reactants: FC=1C=C2C=CC=NC2=C(C1)N (6-fluoroquinolin-8-amine), FC=1C=C2C=CC=NC2=C(C1)N (6-fluoroquinolin-8-amine), C1(=CC=CC=C1)S(=O)(=O)Cl (benzenesulfonyl chloride). The reagents and catalysts are CN(C)C=1C=CN=CC1 (DMAP). Product: FC=1C=C2C=CC=NC2=C(C1)NS(=O)(=O)C1=CC=CC=C1 (N-(6-Fluoro-quinolin-8-yl)benzenesulfonamide). The yield is 35.8%. RXN SMILES: [F:1][C:2]1[CH:3]=[C:4]2[C:9](=[C:10]([NH2:12])[CH:11]=1)[N:8]=[CH:7][CH:6]=[CH:5]2.[C:13]1([S:19](Cl)(=[O:21])=[O:20])[CH:18]=[CH:17][CH:16]=[CH:15][CH:14]=1>CN(C1C=CN=CC=1)C>[F:1][C:2]1[CH:3]=[C:4]2[C:9](=[C:10]([NH:12][S:19]([C:13]3[CH:18]=[CH:17][CH:16]=[CH:15][CH:14]=3)(=[O:21])=[O:20])[CH:11]=1)[N:8]=[CH:7][CH:6]=[CH:5]2. Procedure: In a similar fashion using route 14 general procedure 27, 6-fluoroquinolin-8-amine (Intermediate 48) (60 mg, 0.37 mmol), benzenesulfonyl chloride (78 mg, 0.44 mmol) and DMAP (cat.) gave the title compound (40 mg, 36%) after purification by column chromatography with DCM as the eluent.